This data is from the Open Reaction Database (ORD), a public repository of structured organic reaction records. The task is: describe an organic reaction: reactants, conditions, products, and yield Starting materials: CC(C)c1nn(Cc2ccc(Br)cc2)c(=O)c(C(=O)NCC(=O)O)c1O, O=C([O-])[O-], C1COCCO1, CC1(C)OB(c2ccnc(N3CCNCC3)c2)OC1(C)C, Cl, [K+], [K+], O, c1ccc(P(c2ccccc2)(c2ccccc2)[Pd](P(c2ccccc2)(c2ccccc2)c2ccccc2)(P(c2ccccc2)(c2ccccc2)c2ccccc2)P(c2ccccc2)(c2ccccc2)c2ccccc2)cc1. Product: CC(C)c1nn(Cc2ccc(-c3ccnc(N4CCNCC4)c3)cc2)c(=O)c(C(=O)NCC(=O)O)c1O. RXN SMILES: [Br:1][c:2]1[cH:3][cH:4][c:5]([CH2:8][n:9]2[n:10][c:11]([CH:24]([CH3:25])[CH3:26])[c:12]([OH:23])[c:13]([C:16](=[O:17])[NH:18][CH2:19][C:20](=[O:21])[OH:22])[c:14]2=[O:15])[cH:6][cH:7]1.[C:48](=[O:49])([O-:50])[O-:51].[CH2:55]1[O:56][CH2:57][CH2:58][O:59][CH2:60]1.[CH3:27][C:28]1([CH3:29])[C:30]([CH3:31])([CH3:32])[O:33][B:34]([c:35]2[cH:36][c:37]([N:41]3[CH2:42][CH2:43][NH:44][CH2:45][CH2:46]3)[n:38][cH:39][cH:40]2)[O:47]1.[ClH:54].[K+:52].[K+:53].[OH2:61].[cH:62]1[cH:63][cH:64][c:65]([P:66]([Pd:67]([P:68]([c:69]2[cH:70][cH:71][cH:72][cH:73][cH:74]2)([c:75]2[cH:76][cH:77][cH:78][cH:79][cH:80]2)[c:81]2[cH:82][cH:83][cH:84][cH:85][cH:86]2)([P:87]([c:88]2[cH:89][cH:90][cH:91][cH:92][cH:93]2)([c:94]2[cH:95][cH:96][cH:97][cH:98][cH:99]2)[c:100]2[cH:101][cH:102][cH:103][cH:104][cH:105]2)[P:106]([c:107]2[cH:108][cH:109][cH:110][cH:111][cH:112]2)([c:113]2[cH:114][cH:115][cH:116][cH:117][cH:118]2)[c:119]2[cH:120][cH:121][cH:122][cH:123][cH:124]2)([c:125]2[cH:126][cH:127][cH:128][cH:129][cH:130]2)[c:131]2[cH:132][cH:133][cH:134][cH:135][cH:136]2)[cH:137][cH:138]1>>[c:2]1(-[c:35]2[cH:36][c:37]([N:41]3[CH2:42][CH2:43][NH:44][CH2:45][CH2:46]3)[n:38][cH:39][cH:40]2)[cH:3][cH:4][c:5]([CH2:8][n:9]2[n:10][c:11]([CH:24]([CH3:25])[CH3:26])[c:12]([OH:23])[c:13]([C:16](=[O:17])[NH:18][CH2:19][C:20](=[O:21])[OH:22])[c:14]2=[O:15])[cH:6][cH:7]1.